The task is: describe an organic reaction: reactants, conditions, products, and yield. This data is from the Open Reaction Database (ORD), a public repository of structured organic reaction records. Reactants: C(O)([O-])=O.[Na+] (sodium hydrogen carbonate), C(C1=CC=CC=C1)OC(=O)N1C(CCC1)C=CC(=O)OCC (ethyl 3-(N-benzyloxycarbonylpyrrolidin-2-yl)-2-propenoate), C(C)OC(C=CC1N(CCCC1)C(=O)OCC1=CC=CC=C1)=O (ethyl-3-(N-benzyloxycarbonylpiperid-2-yl)-2-propenoate), [H-].C(C(C)C)[Al+]CC(C)C (diisobutylaluminium hydride). Solvent: O1CCCC1 (tetrahydrofuran). Conditions: temperature -78 celsius, time 30 minute. The product is diethyl ether hexanes, C(C1=CC=CC=C1)OC(=O)N1C(CCC1)C=CCO (1-(N-benzyloxycarbonylpyrrolidin-2-yl)-3-hydroxypropene), C(C1=CC=CC=C1)OC(=O)N1C(CCCC1)C=CCO (1-(N-benzyloxycarbonyl-piperid-2-yl)-3-hydroxypropene). As a reaction SMILES: [CH2:1]([O:8][C:9]([N:11]1[CH2:15][CH2:14][CH2:13][CH:12]1[CH:16]=[CH:17][C:18](OCC)=[O:19])=[O:10])[C:2]1[CH:7]=[CH:6][CH:5]=[CH:4][CH:3]=1.C([O:25][C:26](=O)[CH:27]=[CH:28][CH:29]1[CH2:34][CH2:33][CH2:32][CH2:31][N:30]1[C:35]([O:37][CH2:38][C:39]1[CH:44]=[CH:43][CH:42]=[CH:41][CH:40]=1)=[O:36])C.[H-].C([Al+]CC(C)C)C(C)C.C(=O)([O-])O.[Na+]>O1CCCC1>[CH2:1]([O:8][C:9]([N:11]1[CH2:15][CH2:14][CH2:13][CH:12]1[CH:16]=[CH:17][CH2:18][OH:19])=[O:10])[C:2]1[CH:7]=[CH:6][CH:5]=[CH:4][CH:3]=1.[CH2:38]([O:37][C:35]([N:30]1[CH2:31][CH2:32][CH2:33][CH2:34][CH:29]1[CH:28]=[CH:27][CH2:26][OH:25])=[O:36])[C:39]1[CH:44]=[CH:43][CH:42]=[CH:41][CH:40]=1 |f:2.3,4.5|. Procedure details: To a stirred solution of either ethyl 3-(N-benzyloxycarbonylpyrrolidin-2-yl)-2-propenoate or ethyl-3-(N-benzyloxycarbonylpiperid-2-yl)-2-propenoate (R, or S, or racemate, 10.00 mmol) in anhydrous tetrahydrofuran (75 mL) at -78° C. under nitrogen was added dropwise a solution of diisobutylaluminium hydride (1.0M in hexanes, 12.0 mL, 22.0 mmol, 2.2 eq). The resulting solution was stirred at -78° C. under nitrogen for 30 minutes. The reaction solution was then allowed to warmed to room temperature ... The reactants are CC1=C(N=C(O1)C1=CC=CC=C1)COC1=CC=C(COC=2C=C(C=CC2)CC(=O)OCC2=CC=C(C=C2)OCC=2N=C(OC2C)C2=CC=CC=C2)C=C1 (4-[(5-methyl-2-phenyl-4-oxazolyl)methoxy]benzyl 2-[3-[4-[(5-methyl-2-phenyl-4-oxazolyl)methoxy]benzyloxy]phenyl]acetate), O1CCCC1 (tetrahydrofuran), [OH-].[Na+] (sodium hydroxide). Solvent: C(C)O (ethanol). Run at time 8 hour. The product is CC1=C(N=C(O1)C1=CC=CC=C1)COC1=CC=C(COC=2C=C(C=CC2)CC(=O)O)C=C1 (2-[3-[4-[(5-methyl-2-phenyl-4-oxazolyl)methoxy]benzyloxy]phenyl]acetic acid). Yield: 85.0%. As a reaction SMILES: [CH3:1][C:2]1[O:6][C:5]([C:7]2[CH:12]=[CH:11][CH:10]=[CH:9][CH:8]=2)=[N:4][C:3]=1[CH2:13][O:14][C:15]1[CH:53]=[CH:52][C:18]([CH2:19][O:20][C:21]2[CH:22]=[C:23]([CH2:27][C:28]([O:30]CC3C=CC(OCC4N=C(C5C=CC=CC=5)OC=4C)=CC=3)=[O:29])[CH:24]=[CH:25][CH:26]=2)=[CH:17][CH:16]=1.O1CCCC1.[OH-].[Na+]>C(O)C>[CH3:1][C:2]1[O:6][C:5]([C:7]2[CH:8]=[CH:9][CH:10]=[CH:11][CH:12]=2)=[N:4][C:3]=1[CH2:13][O:14][C:15]1[CH:53]=[CH:52][C:18]([CH2:19][O:20][C:21]2[CH:22]=[C:23]([CH2:27][C:28]([OH:30])=[O:29])[CH:24]=[CH:25][CH:26]=2)=[CH:17][CH:16]=1 |f:2.3|. Procedure: To a mixture of 4-[(5-methyl-2-phenyl-4-oxazolyl)methoxy]benzyl 2-[3-[4-[(5-methyl-2-phenyl-4-oxazolyl)methoxy]benzyloxy]phenyl]acetate (2.40 g), tetrahydrofuran (7 mL) and ethanol (7 mL) was added 1N aqueous sodium hydroxide solution (7.0 mL) and the mixture was stirred overnight at room temperature. The reaction mixture was concentrated, and water and diethyl ether were added to the residue. Dilute hydrochloric acid was added to acidify the aqueous layer, and the precipitated solid was collect... The product is C(CCC)C1=NC2=C(N1CC1=CC=C(C=C1)C=1C(=CC=CC1)C(=O)O)C(=CC=C2C)OCCN2C=NC1=C2C=CC=C1 (4'-[[2-n-Butyl-7-[2-(benzimidazol-1-yl)-ethoxy]-4-methyl-benzimidazol-1-yl]-methyl]-biphenyl-2-carboxylic acid). Run in C(Cl)Cl (methylene chloride). Procedure: Prepared analogously to Example 1 from tert.-butyl 4'-[[2-n-butyl-7-[2-(benzimidazol-1-yl)-ethoxy]-4-methyl-benzimidazol-1-yl]-methyl]-biphenyl-2-carboxylate and trifluoroacetic acid in methylene chloride. The reactants are C(CCC)C1=NC2=C(N1CC1=CC=C(C=C1)C=1C(=CC=CC1)C(=O)OC(C)(C)C)C(=CC=C2C)OCCN2C=NC1=C2C=CC=C1 (tert.-butyl 4'-[[2-n-butyl-7-[2-(benzimidazol-1-yl)-ethoxy]-4-methyl-benzimidazol-1-yl]-methyl]-biphenyl-2-carboxylate), FC(C(=O)O)(F)F (trifluoroacetic acid). As a reaction SMILES: [CH2:1]([C:5]1[N:9]([CH2:10][C:11]2[CH:16]=[CH:15][C:14]([C:17]3[C:18]([C:23]([O:25]C(C)(C)C)=[O:24])=[CH:19][CH:20]=[CH:21][CH:22]=3)=[CH:13][CH:12]=2)[C:8]2[C:30]([O:35][CH2:36][CH2:37][N:38]3[C:42]4[CH:43]=[CH:44][CH:45]=[CH:46][C:41]=4[N:40]=[CH:39]3)=[CH:31][CH:32]=[C:33]([CH3:34])[C:7]=2[N:6]=1)[CH2:2][CH2:3][CH3:4].FC(F)(F)C(O)=O>C(Cl)Cl>[CH2:1]([C:5]1[N:9]([CH2:10][C:11]2[CH:12]=[CH:13][C:14]([C:17]3[C:18]([C:23]([OH:25])=[O:24])=[CH:19][CH:20]=[CH:21][CH:22]=3)=[CH:15][CH:16]=2)[C:8]2[C:30]([O:35][CH2:36][CH2:37][N:38]3[C:42]4[CH:43]=[CH:44][CH:45]=[CH:46][C:41]=4[N:40]=[CH:39]3)=[CH:31][CH:32]=[C:33]([CH3:34])[C:7]=2[N:6]=1)[CH2:2][CH2:3][CH3:4]. Starting materials: O=C([O-])[O-], COC(=O)c1ccc(OS(=O)(=O)C(F)(F)F)c(C2=CCCC2(C)C)c1, OB(O)c1cc(C(F)(F)F)ccc1F, [K+], [K+], CN(C)C=O, O, c1ccc(P(c2ccccc2)(c2ccccc2)[Pd](P(c2ccccc2)(c2ccccc2)c2ccccc2)(P(c2ccccc2)(c2ccccc2)c2ccccc2)P(c2ccccc2)(c2ccccc2)c2ccccc2)cc1. The product is COC(=O)c1ccc(-c2cc(C(F)(F)F)ccc2F)c(C2=CCCC2(C)C)c1. RXN SMILES: [C:40](=[O:41])([O-:42])[O-:43].[CH3:1][C:2]1([CH3:25])[CH2:3][CH2:4][CH:5]=[C:6]1[c:7]1[cH:8][c:9]([C:10](=[O:11])[O:12][CH3:13])[cH:14][cH:15][c:16]1[O:17][S:18]([C:19]([F:20])([F:21])[F:22])(=[O:23])=[O:24].[F:26][c:27]1[c:28]([B:37]([OH:38])[OH:39])[cH:29][c:30]([C:33]([F:34])([F:35])[F:36])[cH:31][cH:32]1.[K+:44].[K+:45].[O:46]=[CH:47][N:48]([CH3:49])[CH3:50].[OH2:51].[cH:52]1[cH:53][cH:54][c:55]([P:56]([Pd:57]([P:58]([c:59]2[cH:60][cH:61][cH:62][cH:63][cH:64]2)([c:65]2[cH:66][cH:67][cH:68][cH:69][cH:70]2)[c:71]2[cH:72][cH:73][cH:74][cH:75][cH:76]2)([P:77]([c:78]2[cH:79][cH:80][cH:81][cH:82][cH:83]2)([c:84]2[cH:85][cH:86][cH:87][cH:88][cH:89]2)[c:90]2[cH:91][cH:92][cH:93][cH:94][cH:95]2)[P:96]([c:97]2[cH:98][cH:99][cH:100][cH:101][cH:102]2)([c:103]2[cH:104][cH:105][cH:106][cH:107][cH:108]2)[c:109]2[cH:110][cH:111][cH:112][cH:113][cH:114]2)([c:115]2[cH:116][cH:117][cH:118][cH:119][cH:120]2)[c:121]2[cH:122][cH:123][cH:124][cH:125][cH:126]2)[cH:127][cH:128]1>>[CH3:1][C:2]1([CH3:25])[CH2:3][CH2:4][CH:5]=[C:6]1[c:7]1[cH:8][c:9]([C:10](=[O:11])[O:12][CH3:13])[cH:14][cH:15][c:16]1-[c:28]1[c:27]([F:26])[cH:32][cH:31][c:30]([C:33]([F:34])([F:35])[F:36])[cH:29]1. Starting materials: CN(N=C(C1=C(C=CC=C1F)Cl)Cl)S(=O)(=O)C1=CC=CC=C1 (N-methyl-N-(benzenesulfonyl)-2-chloro-6-fluorobenzohydrazonoyl chloride), FC1=C(C#N)C=C(C=C1)CCCCCCCCCCC (2-fluoro-5-undecylbenzonitrile), [Cl-].[Al+3].[Cl-].[Cl-] (aluminum chloride), ClC1=C(C=CC=C1)Cl (o-dichlorobenzene). Run in C(Cl)(Cl)Cl (chloroform). Conditions: temperature 140 celsius, time 30 minute. The product is ClC1=C(C(=CC=C1)F)C1=NN(C(=N1)C1=C(C=CC(=C1)CCCCCCCCCCC)F)C (3-(2-chloro-6-fluorophenyl)-5-(2-fluoro-5-undecylphenyl) 1-methyl-1H-1,2,4-triazol). The yield is 60.9%. Reaction SMILES: [CH3:1][N:2](S(C1C=CC=CC=1)(=O)=O)[N:3]=[C:4](Cl)[C:5]1[C:10]([F:11])=[CH:9][CH:8]=[CH:7][C:6]=1[Cl:12].[F:23][C:24]1[CH:31]=[CH:30][C:29]([CH2:32][CH2:33][CH2:34][CH2:35][CH2:36][CH2:37][CH2:38][CH2:39][CH2:40][CH2:41][CH3:42])=[CH:28][C:25]=1[C:26]#[N:27].[Cl-].[Al+3].[Cl-].[Cl-].ClC1C=CC=CC=1Cl>C(Cl)(Cl)Cl>[Cl:12][C:6]1[CH:7]=[CH:8][CH:9]=[C:10]([F:11])[C:5]=1[C:4]1[N:27]=[C:26]([C:25]2[CH:28]=[C:29]([CH2:32][CH2:33][CH2:34][CH2:35][CH2:36][CH2:37][CH2:38][CH2:39][CH2:40][CH2:41][CH3:42])[CH:30]=[CH:31][C:24]=2[F:23])[N:2]([CH3:1])[N:3]=1 |f:2.3.4.5|. Procedure: A mixture of N-methyl-N-(benzenesulfonyl)-2-chloro-6-fluorobenzohydrazonoyl chloride (1.34 g), 2-fluoro-5-undecylbenzonitrile (1.09 g), anhydrous aluminum chloride (0.55 g) and o-dichlorobenzene (10 ml) is stirred at an oil bath temperature of 140° C. for 30 minutes. After cooling, the reaction mixture is dissolved in chloroform (200 ml), washed with dilute hydrochloric acid, dilute aqueous solution of sodium hydroxide and saline in this order, dried over anhydrous magnesium sulfate and concentr... The reactants are Cc1cc(CO)ccc1Br, ClCCl, O=S(Cl)Cl. Yields the product Cc1cc(CCl)ccc1Br. RXN SMILES: [Br:1][c:2]1[c:3]([CH3:10])[cH:4][c:5]([CH2:8][OH:9])[cH:6][cH:7]1.[Cl:15][CH2:16][Cl:17].[S:11]([Cl:12])([Cl:13])=[O:14]>>[Br:1][c:2]1[c:3]([CH3:10])[cH:4][c:5]([CH2:8][Cl:13])[cH:6][cH:7]1. Reaction SMILES: [C:17](#[N:18])[c:19]1[cH:20][cH:21][c:22]([CH:23]=[O:24])[cH:25][cH:26]1.[CH2:33]1[O:34][CH2:35][CH2:36][CH2:37]1.[CH3:38][CH2:39][OH:40].[Cl:1][c:2]1[cH:3][c:4]([N:9]2[C:10](=[O:16])[N:11]([CH3:15])[CH2:12][C:13]2=[O:14])[cH:5][c:6]([Cl:8])[cH:7]1.[NH:27]1[CH2:28][CH2:29][CH2:30][C:31]1=[O:32]>>[Cl:1][c:2]1[cH:3][c:4]([N:9]2[C:10](=[O:16])[N:11]([CH3:15])[C:12](=[CH:23][c:22]3[cH:21][cH:20][c:19]([C:17]#[N:18])[cH:26][cH:25]3)[C:13]2=[O:14])[cH:5][c:6]([Cl:8])[cH:7]1. Starting materials: N#Cc1ccc(C=O)cc1, C1CCOC1, CCO, CN1CC(=O)N(c2cc(Cl)cc(Cl)c2)C1=O, O=C1CCCN1. Yields the product CN1C(=O)N(c2cc(Cl)cc(Cl)c2)C(=O)C1=Cc1ccc(C#N)cc1.